Dataset: the Open Reaction Database (ORD), a public repository of structured organic reaction records. Task: describe an organic reaction: reactants, conditions, products, and yield Reactants: CC(=O)OC(C)=O, CN(C)C=O, Cl, [H-], COc1cc(C(=O)O)ccc1Cc1c[nH]c2ccc([N+](=O)[O-])cc12, [Na+]. Yields the product COc1cc(C(=O)O)ccc1Cc1cn(C(C)=O)c2ccc([N+](=O)[O-])cc12. As a reaction SMILES: [CH3:27][C:28](=[O:29])[O:30][C:31](=[O:32])[CH3:33].[CH3:35][N:36]([CH3:37])[CH:38]=[O:39].[ClH:34].[H-:25].[N+:1](=[O:2])([O-:3])[c:4]1[cH:5][c:6]2[c:7]([CH2:13][c:14]3[c:15]([O:23][CH3:24])[cH:16][c:17]([C:18](=[O:19])[OH:20])[cH:21][cH:22]3)[cH:8][nH:9][c:10]2[cH:11][cH:12]1.[Na+:26]>>[N+:1](=[O:2])([O-:3])[c:4]1[cH:5][c:6]2[c:7]([CH2:13][c:14]3[c:15]([O:23][CH3:24])[cH:16][c:17]([C:18](=[O:19])[OH:20])[cH:21][cH:22]3)[cH:8][n:9]([C:28]([CH3:27])=[O:29])[c:10]2[cH:11][cH:12]1. Starting materials: COC(C1=CC=C(C=C1)CN(C)C(=O)OC(C)(C)C)=O (4-(N-t-butyloxycarbonyl-N-methylaminomethyl)benzoic acid methyl ester), Cl (hydrochloric acid). Run in C(C)(=O)OCC (ethyl acetate). Conditions: time 1 hour. Product: Cl.COC(C1=CC=C(C=C1)CNC)=O (4-(N-methylaminomethyl)benzoic acid methyl ester hydrochloride). The yield is 90.0%. Reaction SMILES: [CH3:1][O:2][C:3](=[O:20])[C:4]1[CH:9]=[CH:8][C:7]([CH2:10][N:11](C(OC(C)(C)C)=O)[CH3:12])=[CH:6][CH:5]=1.[ClH:21]>C(OCC)(=O)C>[ClH:21].[CH3:1][O:2][C:3](=[O:20])[C:4]1[CH:9]=[CH:8][C:7]([CH2:10][NH:11][CH3:12])=[CH:6][CH:5]=1 |f:3.4|. Procedure: To 12.2 g of the compound obtained in step (1-2) above was added 20 ml of an ethyl acetate solution of 4N hydrochloric acid under ice-cooling and after stirring the mixture for one hour, the crystals formed were collected by filtration to provide 6.8 g (yield 90%) of 4-(N-methylaminomethyl)benzoic acid methyl ester hydrochloride. Then, 6.5 g of the crystals thus obtained was dissolved in 30 ml of DMF and 4.2 ml of triethylamine and 5.0 g of (S)-2-methylbutyl bromide were added to the solution un... The reactants are C1COCCO1, CO, [Na+], COC(=O)C(c1ccc2c(c1)OCO2)c1cn(C)c2ccc(Br)cc12, [OH-]. Yields the product Cn1cc(C(C(=O)O)c2ccc3c(c2)OCO3)c2cc(Br)ccc21. RXN SMILES: [CH2:30]1[O:31][CH2:32][CH2:33][O:34][CH2:35]1.[CH3:28][OH:29].[Na+:2].[O:3]1[CH2:4][O:5][c:6]2[c:7]1[cH:8][cH:9][c:10]([CH:12]([C:13](=[O:14])[O:15][CH3:16])[c:17]1[cH:18][n:19]([CH3:27])[c:20]3[cH:21][cH:22][c:23]([Br:26])[cH:24][c:25]13)[cH:11]2.[OH-:1]>>[O:3]1[CH2:4][O:5][c:6]2[c:7]1[cH:8][cH:9][c:10]([CH:12]([C:13](=[O:14])[OH:15])[c:17]1[cH:18][n:19]([CH3:27])[c:20]3[cH:21][cH:22][c:23]([Br:26])[cH:24][c:25]13)[cH:11]2. Starting materials: CC(C(=O)O[C@H]1C[C@@H](O[C@@H]1COC(C(C)C)=O)N1C(=C(C2=C1N=C(N=C2OC)NC=O)Cl)Cl)C (7-[2-Deoxy-3,5-di-O-(2-methylpropionyl)-β-D-erythropentofuranosyl]-5,6-dichloro-2-[(formyl)amino]-4-methoxy-7H-pyrrolo[2,3-d]pyrimidine). Solvent: [OH-].[Na+] (NaOH). Product: NC=1NC(C2=C(N1)N(C(=C2Cl)Cl)[C@H]2C[C@H](O)[C@H](O2)CO)=O (2-Amino-5,6-dichloro-7-(2-deoxy-β-D-erythropentofuranosyl)-3,7-dihydro-4H-pyrrolo[2,3-d]pyrimidin-4-one). Yield: 95.5%. As a reaction SMILES: CC(C)C([O:5][C@@H:6]1[C@@H:10]([CH2:11][O:12]C(=O)C(C)C)[O:9][C@@H:8]([N:18]2[C:22]3[N:23]=[C:24]([NH:29]C=O)[N:25]=[C:26]([O:27]C)[C:21]=3[C:20]([Cl:32])=[C:19]2[Cl:33])[CH2:7]1)=O>[OH-].[Na+]>[NH2:29][C:24]1[NH:25][C:26](=[O:27])[C:21]2[C:20]([Cl:32])=[C:19]([Cl:33])[N:18]([C@@H:8]3[O:9][C@H:10]([CH2:11][OH:12])[C@@H:6]([OH:5])[CH2:7]3)[C:22]=2[N:23]=1 |f:1.2|. Reported procedure: A suspension of compound (49) (200 mg, 0.4 mmol) in 2N aq. NaOH (8 ml) is boiled under reflux for 3 h. After the solution has been neutralized with conc. ACOH, the reaction product is filtered, washed with water and dried. Colorless crystals (128 mg, 96%) are obtained after crystallizing from CH3CN. 1H-NMR ([D6 ] DMSO): δ=2.22 (m, Hα --C(2')), 2.92 (m, Hβ --C(2')), 3.52 (m, H--C(5')), 3.72 (m, H--C(4')), 4.33 (m, H--C(3')), 4.81 (t, 5'-OH), 5.22 (d, 3'-OH), 6.35 (dd, H--C(1')), 6.46 (br., NH2), ... Starting materials: N (ammonia), ClC=1NC(C2=CC=CC=C2C1)=O (3-chloroisoquinolin-1(2H)-one), [Na] (sodium), C1(=CC=CC=C1)P(C1=CC=CC=C1)C1=CC=CC=C1 (triphenylphosphine). Run in O1CCCC1 (tetrahydrofuran). Reaction conditions: temperature -78 celsius, time 5 minute. Yields the product C1(=CC=CC=C1)P(C=1NC(C2=CC=CC=C2C1)=O)C1=CC=CC=C1 (3-(diphenyl-phosphino)isoquinolin-1(2H)-one). Yield: 61.0%. Reaction SMILES: N.[Na].C1([P:9]([C:16]2[CH:21]=[CH:20][CH:19]=[CH:18][CH:17]=2)[C:10]2[CH:15]=[CH:14][CH:13]=[CH:12][CH:11]=2)C=CC=CC=1.Cl[C:23]1[NH:24][C:25](=[O:33])[C:26]2[C:31]([CH:32]=1)=[CH:30][CH:29]=[CH:28][CH:27]=2>O1CCCC1>[C:16]1([P:9]([C:10]2[CH:11]=[CH:12][CH:13]=[CH:14][CH:15]=2)[C:23]2[NH:24][C:25](=[O:33])[C:26]3[C:31]([CH:32]=2)=[CH:30][CH:29]=[CH:28][CH:27]=3)[CH:17]=[CH:18][CH:19]=[CH:20][CH:21]=1 |^1:1|. Procedure: At −78° C., 130 ml of ammonia were condensed in and 2.10 g of sodium (91.3 mmol) were dissolved therein within 5 min. The dark blue solution was admixed with 11.70 g of triphenylphosphine (44.6 mmol) in portions and stirred at −78° C. for 2 h. After 100 ml of dry tetrahydrofuran had been added, the cold bath was removed and the ammonia evaporated off within 2 h. After the orange-colored solution had been warmed to room temperature, it was admixed with 4.0 g (22.3 mmol) of 3-chloroisoquinolin-1(2...